From a dataset of the Open Reaction Database (ORD), a public repository of structured organic reaction records. describe an organic reaction: reactants, conditions, products, and yield Starting materials: NC=1C=CC2=C(NC(CO2)=O)C1 (6-amino-3,4-dihydro-2H-1,4-benzoxazin-3-one), O (water), CN(C=O)C (dimethylformamide), [H-].[Na+] (sodium hydride), BrCC1COCCC1 (3-bromomethyltetrahydropyran). Reaction conditions: time 30 minute. Yields the product O1CCC(CC1)CN1C(COC2=C1C=C(C=C2)N)=O (4-(tetrahydropyran-4-ylmethyl)-6-amino-3,4-dihydro-2H-1,4-benzoxazin-3-one). Isolated yield 64.0%. Reaction SMILES: [NH2:1][C:2]1[CH:3]=[CH:4][C:5]2[O:10][CH2:9][C:8](=[O:11])[NH:7][C:6]=2[CH:12]=1.[H-].[Na+].BrC[CH:17]1[CH2:22][CH2:21][CH2:20][O:19][CH2:18]1.O.[CH3:24]N(C)C=O>>[O:19]1[CH2:18][CH2:17][CH:22]([CH2:24][N:7]2[C:6]3[CH:12]=[C:2]([NH2:1])[CH:3]=[CH:4][C:5]=3[O:10][CH2:9][C:8]2=[O:11])[CH2:21][CH2:20]1 |f:1.2|. Reported procedure: 4.9 g (0.03 mole) of 6-amino-3,4-dihydro-2H-1,4-benzoxazin-3-one in 50 ml of dimethylformamide are initially taken, 0.79 g (0.033 mole) of sodium hydride is added at 5° C. and the mixture is stirred for 30 minutes at this temperature. Thereafter, 5.9 g (0.033 mole) of 3-bromomethyltetrahydropyran are added, stirring is continued for 3 hours at 60° C., 200 ml of water are added the mixture is extracted twice with 200 ml of methylene chloride, the extracts are dried and the solvent is evaporated u...